This data is from the Open Reaction Database (ORD), a public repository of structured organic reaction records. The task is: describe an organic reaction: reactants, conditions, products, and yield Reactants: O=[N+]([O-])c1ccc(NCc2ccccc2)nc1, CCO. The product is Nc1ccc(NCc2ccccc2)nc1. Reaction SMILES: [CH2:1]([c:2]1[cH:3][cH:4][cH:5][cH:6][cH:7]1)[NH:8][c:9]1[n:10][cH:11][c:12]([N+:15]([O-:16])=[O:17])[cH:13][cH:14]1.[CH3:18][CH2:19][OH:20]>>[CH2:1]([c:2]1[cH:3][cH:4][cH:5][cH:6][cH:7]1)[NH:8][c:9]1[n:10][cH:11][c:12]([NH2:15])[cH:13][cH:14]1. Starting materials: CCN(C(C)C)C(C)C, CC(C)O, Clc1ncc(Cl)c(Cl)n1, Nc1ccccc1C(=O)NCCO. The product is O=C(NCCO)c1ccccc1Nc1nc(Cl)ncc1Cl. RXN SMILES: [CH:23]([N:24]([CH:25]([CH3:26])[CH3:27])[CH2:28][CH3:29])([CH3:30])[CH3:31].[CH:32]([OH:33])([CH3:34])[CH3:35].[Cl:1][c:2]1[n:3][cH:4][c:5]([Cl:9])[c:6]([Cl:8])[n:7]1.[NH2:10][c:11]1[c:12]([C:13](=[O:14])[NH:15][CH2:16][CH2:17][OH:18])[cH:19][cH:20][cH:21][cH:22]1>>[Cl:1][c:2]1[n:3][cH:4][c:5]([Cl:9])[c:6]([NH:10][c:11]2[c:12]([C:13](=[O:14])[NH:15][CH2:16][CH2:17][OH:18])[cH:19][cH:20][cH:21][cH:22]2)[n:7]1. Reactants: Brc1ccc2occc2c1, FC(F)n1ccnc1-c1ccccc1. Reagents/catalysts: CC(C)(C)c1ccc(-c2ccc(C(C)(C)C)cc2)cc1 (4,4'-di-tert-butylbiphenyl), CC(C)(C)C(=O)[O-].[K+] (KOPiv), Cl[Pd]CC=C.C=CC[Pd]Cl ([Pd(allyl)Cl]2), CN(C)c1ccc(P(C2CCCCC2)C2CCCCC2)cc1 (A-caPhos). Solvent: CC(=O)N(C)C (DMA), CC(=O)N(C)C (DMA), CC(=O)N(C)C (DMA). Reaction conditions: temperature 120 celsius, time 24 hour. Yields the product FC(F)n1c(-c2ccc3occc3c2)cnc1-c1ccccc1. The yield is 70.8%. Reactants: N1C=C(C2=CC=CC=C12)C(=O)O (3-indolecarboxylic acid), Cl (hydrochloric acid), [H-].[Na+] (sodium hydride), ICCCC (1-iodobutane). The solvent is CN(C)C=O (DMF), CN(C)C=O (DMF), ice water, CN(C)C=O (DMF). Reaction conditions: temperature 0 celsius. Product: C(CCC)N1C=C(C2=CC=CC=C12)C(=O)O (1-butylindole-3-carboxylic acid). Isolated yield 86.1%. Reaction SMILES: [H-].[Na+].[NH:3]1[C:11]2[C:6](=[CH:7][CH:8]=[CH:9][CH:10]=2)[C:5]([C:12]([OH:14])=[O:13])=[CH:4]1.I[CH2:16][CH2:17][CH2:18][CH3:19].Cl>CN(C=O)C>[CH2:16]([N:3]1[C:11]2[C:6](=[CH:7][CH:8]=[CH:9][CH:10]=2)[C:5]([C:12]([OH:14])=[O:13])=[CH:4]1)[CH2:17][CH2:18][CH3:19] |f:0.1|. Reported procedure: A suspension of sodium hydride (34.1 g, 1.42 mol) in 300 mL of DMF was stirred in an ice/methanol bath and a solution of 3-indolecarboxylic acid (55.0 g, 0,374 mol) in 250 mL DMF was added dropwise over 45 minutes. The mixture was stirred for 30 minutes and then 100 mL of additional DMF was added. The mixture was cooled to 0° C. and 1-iodobutane (8.79 g, 40.8 mL, 0.359 mol) was added. The mixture was stirred for approximately 12 hours. The mixture was then poured in 2.0 L of ice water, acidified... Reactants: FC(C=1C=C(C=C(C1)C(F)(F)F)N(C(=O)N([C@@H]1CN(C[C@H]1C1=CC=C(C=C1)F)C(=O)[C@@H]1CC[C@H](CC1)NC(OCCCl)=O)C)C)(F)F (2-chloroethyl (trans-4-{[(3S,4R)-3-[{[3,5-bis(trifluoromethyl)phenyl](methyl)carbamoyl}(methyl)amino]-4-(4-fluorophenyl)pyrrolidin-1-yl]carbonyl}cyclohexyl)carbamate), [H-].[Na+] (sodium hydride). Solvent: O (water), CN(C)C=O (DMF). Run at time 4 day. The product is FC(C=1C=C(C=C(C1)C(F)(F)F)N(C(=O)N(C)[C@@H]1CN(C[C@H]1C1=CC=C(C=C1)F)C(=O)[C@@H]1CC[C@H](CC1)N1C(OCC1)=O)C)(F)F (1-[3,5-bis(trifluoromethyl)phenyl]-3-[(3S,4R)-4-(4-fluorophenyl)-1-{[trans-4-(2-oxo-1,3-oxazolidin-3-yl)cyclohexyl]carbonyl}pyrrolidin-3-yl]-1,3-dimethylurea). The yield is 66.7%. Reaction SMILES: [F:1][C:2]([F:47])([F:46])[C:3]1[CH:4]=[C:5]([N:13]([CH3:45])[C:14]([N:16]([CH3:44])[C@H:17]2[C@H:21]([C:22]3[CH:27]=[CH:26][C:25]([F:28])=[CH:24][CH:23]=3)[CH2:20][N:19]([C:29]([C@H:31]3[CH2:36][CH2:35][C@H:34]([NH:37][C:38](=[O:43])[O:39][CH2:40][CH2:41]Cl)[CH2:33][CH2:32]3)=[O:30])[CH2:18]2)=[O:15])[CH:6]=[C:7]([C:9]([F:12])([F:11])[F:10])[CH:8]=1.[H-].[Na+]>CN(C=O)C.O>[F:1][C:2]([F:47])([F:46])[C:3]1[CH:4]=[C:5]([N:13]([CH3:45])[C:14]([N:16]([C@H:17]2[C@H:21]([C:22]3[CH:27]=[CH:26][C:25]([F:28])=[CH:24][CH:23]=3)[CH2:20][N:19]([C:29]([C@H:31]3[CH2:36][CH2:35][C@H:34]([N:37]4[CH2:41][CH2:40][O:39][C:38]4=[O:43])[CH2:33][CH2:32]3)=[O:30])[CH2:18]2)[CH3:44])=[O:15])[CH:6]=[C:7]([C:9]([F:12])([F:11])[F:10])[CH:8]=1 |f:1.2|. Reported procedure: To a solution of the compound (0.19 g) obtained in step 1 in DMF (5.0 mL) was added sodium hydride (0.022 g) at 0° C., and the mixture was stirred at room temperature for 4 days. The mixture was diluted with water, and extracted with ethyl acetate. The extract was washed with 1N hydrochloric acid, water and saturated brine, dried and concentrated under reduced pressure. The residue was separated and purified by silica gel column chromatography (NH Chromatorex) (solvent gradient; 10→100% ethyl ac... Reactants: COC(C1=CC(=C(C=C1)O)NC(COC1=CC=C(C=C1)C12CC3CC(CC(C1)C3)C2)=O)=O (3-[2-(4-Adamantan-1-yl-phenoxy)-acetylamino]-4-hydroxy-benzoic acid methyl ester), [OH-].[K+] (KOH), Cl (HCl). Run in O1CCOCC1.O (1,4-dioxane H2O). Product: C(C)(C)(C)C1=CC=C(OCC(=O)NC=2C=C(C(=O)O)C=CC2O)C=C1 (3-[2-(4-tert-butyl-phenoxy)acetylamino]-4-hydroxy-benzoic acid). Isolated yield 91.9%. As a reaction SMILES: C[O:2][C:3](=[O:32])[C:4]1[CH:9]=[CH:8][C:7]([OH:10])=[C:6]([NH:11][C:12](=[O:31])[CH2:13][O:14][C:15]2[CH:20]=[CH:19][C:18]([C:21]34[CH2:30]C5CC(CC(C5)[CH2:22]3)[CH2:28]4)=[CH:17][CH:16]=2)[CH:5]=1.[OH-].[K+].Cl>O1CCOCC1.O>[C:21]([C:18]1[CH:19]=[CH:20][C:15]([O:14][CH2:13][C:12]([NH:11][C:6]2[CH:5]=[C:4]([CH:9]=[CH:8][C:7]=2[OH:10])[C:3]([OH:32])=[O:2])=[O:31])=[CH:16][CH:17]=1)([CH3:30])([CH3:22])[CH3:28] |f:1.2,4.5|. Procedure: A 3-[2-(4-Adamantan-1-yl-phenoxy)-acetylamino]-4-hydroxy-benzoic acid methyl ester (151.8 mg, 0.35 mmol) in 1,4-dioxane/H2O (10 ml) was treated with KOH (290.7 mg, 5.18 mmol) at 60° C. for 3 h. The reaction mixture was then acidified with 10% HCl to PH 2, and then partitioned between ethyl acetate and brine. The organic phase was washed with water, dried (MgSO4 anh), and concentrated. The residue was purified by silica gel flash column chromatography (CH2CH2:MeOH=4:1) to give 3-[2-(4-tert-butyl-...